From a dataset of the Open Reaction Database (ORD), a public repository of structured organic reaction records. describe an organic reaction: reactants, conditions, products, and yield Reactants: CN=C=S, Cc1cccc(N2CCOCC2)c1N, ClCCl. Product: CNC(=S)Nc1c(C)cccc1N1CCOCC1. Reaction SMILES: [CH3:15][N:16]=[C:17]=[S:18].[CH3:1][c:2]1[cH:3][cH:4][cH:5][c:6]([N:9]2[CH2:10][CH2:11][O:12][CH2:13][CH2:14]2)[c:7]1[NH2:8].[Cl:19][CH2:20][Cl:21]>>[CH3:1][c:2]1[cH:3][cH:4][cH:5][c:6]([N:9]2[CH2:10][CH2:11][O:12][CH2:13][CH2:14]2)[c:7]1[NH:8][C:17]([NH:16][CH3:15])=[S:18]. The reactants are [O-]CC.[K+] (potassium ethoxide), C(C(=O)OCC)(=O)OCC (diethyl oxalate), CC1=C(C=NC=C1)[N+](=O)[O-] (4-methyl-3-nitropyridine). Solvent: C(C)OCC (diethyl ether), C(C)O (ethanol), C(C)OCC (diethyl ether). Run at time 30 minute. Product: C(C)OC(C(CC1=C(C=NC=C1)[N+](=O)[O-])=O)=O (3-(3-Nitropyridin-4-yl)-2-oxopropionic acid ethyl ester). RXN SMILES: [O-]CC.[K+].[C:5]([O:12][CH2:13][CH3:14])(=[O:11])[C:6]([O:8]CC)=O.[CH3:15][C:16]1[CH:21]=[CH:20][N:19]=[CH:18][C:17]=1[N+:22]([O-:24])=[O:23]>C(OCC)C.C(O)C>[CH2:13]([O:12][C:5](=[O:11])[C:6](=[O:8])[CH2:15][C:16]1[CH:21]=[CH:20][N:19]=[CH:18][C:17]=1[N+:22]([O-:24])=[O:23])[CH3:14] |f:0.1|. Reported procedure: To a solution of potassium ethoxide (3.1 g, 36.2 mmol) in diethyl ether (70 mL) and ethanol (10 mL) under an argon atmosphere was added diethyl oxalate (4.9 mL, 36.2 mmol) and the reaction stirred at rt for 30 min. A solution of 4-methyl-3-nitropyridine (5.0 g, 36.2 mmol) in diethyl ether (20 mL) was added resulting in the immediate formation of a dark red precipitate. The reaction mixture was stirred at rt for 72 h, then cooled to 0° C. and filtered. The solid was dissolved in water (500 mL) ac... Starting materials: CCc1cn(CC(=O)OC(C)(C)C)c(CCc2ccc(F)cc2)nc1=O, O=C(O)C(F)(F)F. Product: CCc1cn(CC(=O)O)c(CCc2ccc(F)cc2)nc1=O. Reaction SMILES: [CH2:1]([CH3:2])[c:3]1[c:4](=[O:26])[n:5][c:6]([CH2:17][CH2:18][c:19]2[cH:20][cH:21][c:22]([F:25])[cH:23][cH:24]2)[n:7]([CH2:9][C:10](=[O:11])[O:12][C:13]([CH3:14])([CH3:15])[CH3:16])[cH:8]1.[OH:27][C:28]([C:29]([F:30])([F:31])[F:32])=[O:33]>>[CH2:1]([CH3:2])[c:3]1[c:4](=[O:26])[n:5][c:6]([CH2:17][CH2:18][c:19]2[cH:20][cH:21][c:22]([F:25])[cH:23][cH:24]2)[n:7]([CH2:9][C:10](=[O:11])[OH:12])[cH:8]1. Starting materials: N1CCCCC1 (Piperidine), C(C)OC(CC1=C(C=C(C(=C1)Cl)[N+](=O)[O-])[N+](=O)[O-])=O ((5-chloro-2,4-dinitro-phenyl)-acetic acid ethyl ester), C(C)(=O)O (acetic acid). The reagents and catalysts are [Zn] (zinc). The solvent is ClCCl (dichloromethane). Reaction conditions: time 10 minute. The product is C(C)OC(CC1=C(C=C(C(=C1)N1CCCCC1)N)N)=O ((2,4-diamino-5-piperidin-1-yl-phenyl)-acetic acid ethyl ester). As a reaction SMILES: [NH:1]1[CH2:6][CH2:5][CH2:4][CH2:3][CH2:2]1.[CH2:7]([O:9][C:10](=[O:25])[CH2:11][C:12]1[CH:17]=[C:16](Cl)[C:15]([N+:19]([O-])=O)=[CH:14][C:13]=1[N+:22]([O-])=O)[CH3:8].C(O)(=O)C>ClCCl.[Zn]>[CH2:7]([O:9][C:10](=[O:25])[CH2:11][C:12]1[CH:17]=[C:16]([N:1]2[CH2:6][CH2:5][CH2:4][CH2:3][CH2:2]2)[C:15]([NH2:19])=[CH:14][C:13]=1[NH2:22])[CH3:8]. Reported procedure: Piperidine (120 mg) was added to a solution of (5-chloro-2,4-dinitro-phenyl)-acetic acid ethyl ester (150 mg) in dichloromethane (5 mL) and the resulting mixture was stirred at room temperature for 10 minutes. Glacial acetic acid (0.3 mL) and zinc dust (1 scoop) were added and the reaction mixture was stirred at room temperature for 20 minutes. The resulting mixture was filtered through a CELITE™ pad, the filter cake was washed with dichloromethane and the filtrate was evaporated under reduced p... Starting materials: C(C)(C)(C)OC(=O)N1C(CCC1CO[Si](C1=CC=CC=C1)(C1=CC=CC=C1)C(C)(C)C)=O (tert-Butoxycarbonyl-5-(tert-butyldiphenylsilanyloxymethyl)pyrrolidin-2-one), CC(C)C[AlH]CC(C)C (DIBAL-H). The solvent is C(Cl)Cl (CH2Cl2). Conditions: temperature -78 celsius, time 2 hour. Yields the product C(C)(C)(C)OC(=O)N1C(CC[C@H]1CO[Si](C1=CC=CC=C1)(C1=CC=CC=C1)C(C)(C)C)O ((2R/S,5S)-1-(tert-Butoxycarbonyl)-5-(tert-butyldiphenylsilanyloxymethyl)-2-hydroxypyrrolidine). Reaction SMILES: [C:1]([O:5][C:6]([N:8]1[CH:12]([CH2:13][O:14][Si:15]([C:28]([CH3:31])([CH3:30])[CH3:29])([C:22]2[CH:27]=[CH:26][CH:25]=[CH:24][CH:23]=2)[C:16]2[CH:21]=[CH:20][CH:19]=[CH:18][CH:17]=2)[CH2:11][CH2:10][C:9]1=[O:32])=[O:7])([CH3:4])([CH3:3])[CH3:2].CC(C[AlH]CC(C)C)C>C(Cl)Cl>[C:1]([O:5][C:6]([N:8]1[C@H:12]([CH2:13][O:14][Si:15]([C:28]([CH3:31])([CH3:30])[CH3:29])([C:16]2[CH:17]=[CH:18][CH:19]=[CH:20][CH:21]=2)[C:22]2[CH:27]=[CH:26][CH:25]=[CH:24][CH:23]=2)[CH2:11][CH2:10][CH:9]1[OH:32])=[O:7])([CH3:4])([CH3:2])[CH3:3]. Procedure: A solution of 3.00 g of 136 (6.61 mmol) in 15 ml of anhydrous CH2Cl2 was cooled to −78° C. in an annealed three-necked flask equipped with a dropping funnel and added dropwise with 12.5 ml of DIBAL-H (12.5 mmol, 2.2 eq., 1 M/hexane). After stirring for two hours at −78° C., the reaction was terminated by adding 1 ml of isopropanol, added with 20 ml of K—Na tartrate solution (1.77 M) and slowly thawed to room temperature. After separating the two phases, the aqueous phase was additionally extract...